From a dataset of the Open Reaction Database (ORD), a public repository of structured organic reaction records. describe an organic reaction: reactants, conditions, products, and yield Starting materials: BrCC=1C=C(C=CC1)C1=C(SC(=C1)CC(C)C)S(=O)(=O)NC(C)(C)C (3-(3-bromomethylphenyl)-5-iso-butyl-N-tert-butylthiophene-2-sulfonamide), N1N=CC=C1 (pyrazole), N1N=CC=C1 (pyrazole). Run in O1CCOCC1 (dioxane). Conditions: temperature 80 celsius, time 18 hour. Yields the product N1(N=CC=C1)CC=1C=C(C=CC1)C1=C(SC(=C1)CC(C)C)S(=O)(=O)NC(C)(C)C (3-(3-Pyrazol-1-ylmethylphenyl)-5-iso-butyl-N-tert-butylthiophene-2-sulfonamide), syrup. The yield is 98.0%. RXN SMILES: Br[CH2:2][C:3]1[CH:4]=[C:5]([C:9]2[CH:13]=[C:12]([CH2:14][CH:15]([CH3:17])[CH3:16])[S:11][C:10]=2[S:18]([NH:21][C:22]([CH3:25])([CH3:24])[CH3:23])(=[O:20])=[O:19])[CH:6]=[CH:7][CH:8]=1.[NH:26]1[CH:30]=[CH:29][CH:28]=[N:27]1>O1CCOCC1>[N:26]1([CH2:2][C:3]2[CH:4]=[C:5]([C:9]3[CH:13]=[C:12]([CH2:14][CH:15]([CH3:17])[CH3:16])[S:11][C:10]=3[S:18]([NH:21][C:22]([CH3:25])([CH3:24])[CH3:23])(=[O:20])=[O:19])[CH:6]=[CH:7][CH:8]=2)[CH:30]=[CH:29][CH:28]=[N:27]1. Procedure details: To a solution of 3-(3-bromomethylphenyl)-5-iso-butyl-N-tert-butylthiophene-2-sulfonamide (90.4 mg, 0.203 mmol; see Example 1(e)) in dioxane (2.0 mL) was added pyrazole (41.5 mg, 0.609 mmol) and the reaction mixture was stirred for 18 h at 80° C., after which another portion of pyrazole (60.4 mg, 0.887 mmol) was added and the reaction mixture stirred for a further 3 h. The reaction mixture was concentrated in vacuo and the residue was purified by flash chromatography using EtOAc:petroleum ether (... Starting materials: CC(=O)[O-], CC(=O)[O-], CO, C#CC(C)OCC(=O)OC, [Hg+2]. Product: COC(=O)COC(C)C(C)=O. Reaction SMILES: [C:13]([O-:14])(=[O:15])[CH3:16].[C:18]([O-:19])(=[O:20])[CH3:21].[CH3:11][OH:12].[CH3:1][CH:2]([C:3]#[CH:4])[O:5][CH2:6][C:7](=[O:8])[O:9][CH3:10].[Hg+2:17]>>[CH3:1][CH:2]([C:3]([CH3:4])=[O:12])[O:5][CH2:6][C:7](=[O:8])[O:9][CH3:10]. As a reaction SMILES: [C:31]([O:32][CH2:33][CH3:34])(=[O:35])[CH3:36].[CH2:43]([OH:44])[CH2:45][CH2:46][CH3:47].[CH3:37][CH2:38][CH2:39][CH2:40][CH2:41][CH3:42].[Cu:29][I:30].[I:17][c:18]1[c:19]([CH3:24])[cH:20][cH:21][cH:22][cH:23]1.[K+:6].[K+:7].[K+:8].[NH2:9][CH2:10][c:11]1[cH:12][cH:13][cH:14][cH:15][cH:16]1.[OH:25][CH2:26][CH2:27][OH:28].[P:1]([O-:2])([O-:3])([O-:4])=[O:5]>>[NH:9]([CH2:10][c:11]1[cH:12][cH:13][cH:14][cH:15][cH:16]1)[c:18]1[c:19]([CH3:24])[cH:20][cH:21][cH:22][cH:23]1. The reactants are CCOC(C)=O, CCCCO, CCCCCC, [Cu]I, Cc1ccccc1I, [K+], [K+], [K+], NCc1ccccc1, OCCO, O=P([O-])([O-])[O-]. Yields the product Cc1ccccc1NCc1ccccc1. The reactants are O1COC2=C1C=CC(=C2)OC=2C(=NC=NC2Cl)Cl (5-(1,3-benzodioxol-5-yloxy)-4,6-dichloropyrimidine), C(C)(C)(C)C1=CC=C(C=C1)S(=O)(=O)N (p-tert-butylphenylsulfonamide). Yields the product ethylene glycol Na, O1COC2=C1C=CC(=C2)OC=2C(=NC=NC2OCCO)NS(=O)(=O)C2=CC=C(C=C2)C(C)(C)C (N-[5-(1,3-benzodioxol-5-yloxy)-6-(2-hydroxyethoxy)-4-pyrimidinyl]-p-tert-butylbenzenesulfonamide). RXN SMILES: [O:1]1[C:5]2[CH:6]=[CH:7][C:8]([O:10][C:11]3[C:12](Cl)=[N:13][CH:14]=[N:15][C:16]=3Cl)=[CH:9][C:4]=2[O:3][CH2:2]1.[C:19]([C:23]1[CH:28]=[CH:27][C:26]([S:29]([NH2:32])(=[O:31])=[O:30])=[CH:25][CH:24]=1)([CH3:22])([CH3:21])[CH3:20]>>[O:1]1[C:5]2[CH:6]=[CH:7][C:8]([O:10][C:11]3[C:12]([NH:32][S:29]([C:26]4[CH:27]=[CH:28][C:23]([C:19]([CH3:22])([CH3:20])[CH3:21])=[CH:24][CH:25]=4)(=[O:30])=[O:31])=[N:13][CH:14]=[N:15][C:16]=3[O:1][CH2:5][CH2:4][OH:3])=[CH:9][C:4]=2[O:3][CH2:2]1. Reported procedure: By reacting 5-(1,3-benzodioxol-5-yloxy)-4,6-dichloropyrimidine with p-tert-butylphenylsulfonamide and thereafter with ethylene glycol Na, there was obtained N-[5-(1,3-benzodioxol-5-yloxy)-6-(2-hydroxyethoxy)-4-pyrimidinyl]-p-tert-butylbenzenesulfonamide as a solid. Reactants: [Br-], O=C(Cl)Oc1ccc(Oc2ccc(C(F)(F)F)cn2)cc1, [K+], c1ccc(N2CCNCC2)nc1. Yields the product O=C(Oc1ccc(Oc2ccc(C(F)(F)F)cn2)cc1)N1CCN(c2ccccn2)CC1, Cl. As a reaction SMILES: [Br-:34].[Cl:1][C:2](=[O:3])[O:4][c:5]1[cH:6][cH:7][c:8]([O:11][c:12]2[n:13][cH:14][c:15]([C:18]([F:19])([F:20])[F:21])[cH:16][cH:17]2)[cH:9][cH:10]1.[K+:35].[n:22]1[c:23]([N:28]2[CH2:29][CH2:30][NH:31][CH2:32][CH2:33]2)[cH:24][cH:25][cH:26][cH:27]1>>[C:2](=[O:3])([O:4][c:5]1[cH:6][cH:7][c:8]([O:11][c:12]2[n:13][cH:14][c:15]([C:18]([F:19])([F:20])[F:21])[cH:16][cH:17]2)[cH:9][cH:10]1)[N:31]1[CH2:30][CH2:29][N:28]([c:23]2[n:22][cH:27][cH:26][cH:25][cH:24]2)[CH2:33][CH2:32]1.[ClH:1]. Starting materials: [OH-].[Li+] (lithium hydroxide), COC1=CC=C(C=C1)N1N=C(C=C1C(=O)OC)S(=O)(=O)C (methyl 1-(4-methoxyphenyl)-3-methylsulfonyl-pyrazole-5-carboxylate). The solvent is CO (MeOH). Conditions: time 17 hour. The product is COC1=CC=C(C=C1)N1N=C(C=C1C(=O)O)S(=O)(=O)C (1-(4-Methoxyphenyl)-3-methylsulfonyl-pyrazole-5-carboxylic acid). The yield is 102.0%. Reaction SMILES: [OH-].[Li+].[CH3:3][O:4][C:5]1[CH:10]=[CH:9][C:8]([N:11]2[C:15]([C:16]([O:18]C)=[O:17])=[CH:14][C:13]([S:20]([CH3:23])(=[O:22])=[O:21])=[N:12]2)=[CH:7][CH:6]=1>CO>[CH3:3][O:4][C:5]1[CH:6]=[CH:7][C:8]([N:11]2[C:15]([C:16]([OH:18])=[O:17])=[CH:14][C:13]([S:20]([CH3:23])(=[O:22])=[O:21])=[N:12]2)=[CH:9][CH:10]=1 |f:0.1|. Reported procedure: A solution of lithium hydroxide (1.3 mL, 1.0 M, 1.3 mmol) was added to a suspension of methyl 1-(4-methoxyphenyl)-3-methylsulfonyl-pyrazole-5-carboxylate (272 mg, 0.88 mmol) in MeOH (10 mL) and stirred at room temperature 17 hours. The resulting mixture was concentrated and partitioned between EtOAc and H2O. The organic extracted was removed, and the aqueous extract was acidified with 1M HCl and extracted twice with EtOAc. The organic extracts from this extraction were combined, dried over Na2SO... The reactants are N1CCC(CC1)NC(OC(C)(C)C)=O (tert-butyl piperidin-4-ylcarbamate), C([O-])(O)=O.[Na+] (sodium bicarbonate), C(OCC1=CC(=CC(=C1)Cl)Cl)(=O)Cl (3,5-dichlorobenzyl carbonochloridate). The solvent is C(Cl)Cl (DCM), C(Cl)Cl (DCM). The product is C(C)(C)(C)OC(=O)NC1CCN(CC1)C(=O)OCC1=CC(=CC(=C1)Cl)Cl (3,5-Dichlorobenzyl 4-((tert-butoxycarbonyl)amino)piperidine-1-carboxylate). As a reaction SMILES: [NH:1]1[CH2:6][CH2:5][CH:4]([NH:7][C:8](=[O:14])[O:9][C:10]([CH3:13])([CH3:12])[CH3:11])[CH2:3][CH2:2]1.C(=O)(O)[O-].[Na+].[C:20](Cl)(=[O:31])[O:21][CH2:22][C:23]1[CH:28]=[C:27]([Cl:29])[CH:26]=[C:25]([Cl:30])[CH:24]=1>C(Cl)Cl>[C:10]([O:9][C:8]([NH:7][CH:4]1[CH2:3][CH2:2][N:1]([C:20]([O:21][CH2:22][C:23]2[CH:24]=[C:25]([Cl:30])[CH:26]=[C:27]([Cl:29])[CH:28]=2)=[O:31])[CH2:6][CH2:5]1)=[O:14])([CH3:11])([CH3:13])[CH3:12] |f:1.2|. Procedure details: A solution of tert-butyl piperidin-4-ylcarbamate (2.0 g, 9.99 mmol) in DCM (40 ml) was treated with sodium bicarbonate solution (50 ml, 9.99 mmol) followed by a solution of 3,5-dichlorobenzyl carbonochloridate (2.392 g, 9.99 mmol) in DCM (10 ml). The reaction mixture was stirred vigorously at RT until gas evolution ceased. The organic layer was separated, dried over MgSO4 (anh), filtered and evaporated under reduced pressure, yielding the title compound as colourless oil that solidified on stand... The reactants are C=O (paraformaldehyde), C(C)(=O)OCC (ethyl acetate), O (water), C1(=CC=CC=C1)C(OC(=O)CC1=C(C(=C(C(=O)OC)C(=C1F)F)F)F)C1=CC=CC=C1 (methyl 4-diphenylmethoxycarbonylmethyl-2,3,5,6tetrafluorobenzoate). Reagents/catalysts: C[O-].[Na+] (sodium methylate). The solvent is CN(C=O)C (N,N-dimethylformamide). Conditions: time 2 hour. Yields the product C1(=CC=CC=C1)C(OC(=O)C(CO)C1=C(C(=C(C(=O)OC)C(=C1F)F)F)F)C1=CC=CC=C1 (methyl 4-(1-diphenylmethoxycarbonyl-2-hydroxyethyl)-2,3,5,6-tetrafluorobenzoate). The yield is 67.0%. Reaction SMILES: [C:1]1([CH:7]([C:26]2[CH:31]=[CH:30][CH:29]=[CH:28][CH:27]=2)[O:8][C:9]([CH2:11][C:12]2[C:21]([F:22])=[C:20]([F:23])[C:15]([C:16]([O:18][CH3:19])=[O:17])=[C:14]([F:24])[C:13]=2[F:25])=[O:10])[CH:6]=[CH:5][CH:4]=[CH:3][CH:2]=1.C=O.[C:34](OCC)(=[O:36])C.O>CN(C)C=O.C[O-].[Na+]>[C:26]1([CH:7]([C:1]2[CH:6]=[CH:5][CH:4]=[CH:3][CH:2]=2)[O:8][C:9]([CH:11]([C:12]2[C:13]([F:25])=[C:14]([F:24])[C:15]([C:16]([O:18][CH3:19])=[O:17])=[C:20]([F:23])[C:21]=2[F:22])[CH2:34][OH:36])=[O:10])[CH:31]=[CH:30][CH:29]=[CH:28][CH:27]=1 |f:5.6|. Reported procedure: In 486 ml of N,N-dimethylformamide was dissolved 8.6 g of methyl 4-diphenylmethoxycarbonylmethyl-2,3,5,6tetrafluorobenzoate. To the resulting solution were added 3.54 g of paraformaldehyde and 61 mg of sodium methylate in this order. The resulting mixture was stirred at room temperature for 2 hours. To the reaction mixture were added 300 ml of ethyl acetate and 800 ml of water in this order. The organic layer was separated, washed with water and a saturated aqueous sodium chloride solution in th... Starting materials: Clc1nc2ccccc2o1, NCCO, C1CCOC1. Yields the product OCCNc1nc2ccccc2o1. Reaction SMILES: [Cl:1][c:2]1[o:3][c:4]2[c:5]([n:6]1)[cH:7][cH:8][cH:9][cH:10]2.[NH2:11][CH2:12][CH2:13][OH:14].[O:15]1[CH2:16][CH2:17][CH2:18][CH2:19]1>>[c:2]1([NH:11][CH2:12][CH2:13][OH:14])[o:3][c:4]2[c:5]([n:6]1)[cH:7][cH:8][cH:9][cH:10]2. The product is NC=1SC[C@H]2[C@@](N1)(CO[C@@H]2CF)C=2C=C(C=C(C2F)F)NC(=O)C2=NC=C(N=C2)OC (N-(3-((4aS,5S,7aS)-2-amino-5-(fluoromethyl)-4a,5,7,7a-tetrahydro-4H-furo[3,4-d][1,3]thiazin-7a-yl)-4,5-difluorophenyl)-5-methoxypyrazine-2-carboxamide). Procedure: A suspension of 5-methoxypyrazine-2-carboxylic acid (4.01 g, 0.026 mol, 1.10 equiv.) in N,N′-dimethylimidazoline-2-one (22.5 mL) was stirred at ambient temperature for 15 min, then cooled to 0° C. Thionyl chloride (2.24 mL, 0.031 mol, 1.3 equiv.) was added while maintaining temperature under 10° C. The resulting suspension was stirred at 0-10° C. for 2 h while it transitioned to a clear solution. In another vessel, (4aS,5S,7aS)-7a-(5-amino-2,3-difluorophenyl)-5-(fluoromethyl)-4a,5,7,7a-tetrahydr... Reactants: COC=1N=CC(=NC1)C(=O)O (5-methoxypyrazine-2-carboxylic acid), acyl chloride, [OH-].[Na+] (NaOH), NC=1C=C(C(=C(C1)[C@@]12N=C(SC[C@@H]1[C@H](OC2)CF)N)F)F ((4aS,5S,7aS)-7a-(5-amino-2,3-difluorophenyl)-5-(fluoromethyl)-4a,5,7,7a-tetrahydro-4H-furo[3,4-d][1,3]thiazin-2-amine), S(=O)(Cl)Cl (Thionyl chloride). Yield: 75.2%. RXN SMILES: [CH3:1][O:2][C:3]1[N:4]=[CH:5][C:6]([C:9]([OH:11])=O)=[N:7][CH:8]=1.S(Cl)(Cl)=O.[NH2:16][C:17]1[CH:18]=[C:19]([F:36])[C:20]([F:35])=[C:21]([C@:23]23[CH2:31][O:30][C@H:29]([CH2:32][F:33])[C@H:28]2[CH2:27][S:26][C:25]([NH2:34])=[N:24]3)[CH:22]=1.[OH-].[Na+]>CN1CCN(C)C1=O.C(O)CC.CCOC(C)=O.O>[NH2:34][C:25]1[S:26][CH2:27][C@@H:28]2[C@@H:29]([CH2:32][F:33])[O:30][CH2:31][C@:23]2([C:21]2[CH:22]=[C:17]([NH:16][C:9]([C:6]3[CH:5]=[N:4][C:3]([O:2][CH3:1])=[CH:8][N:7]=3)=[O:11])[CH:18]=[C:19]([F:36])[C:20]=2[F:35])[N:24]=1 |f:3.4|. The solvent is O (Water), CN1C(N(CC1)C)=O (N,N′-dimethylimidazoline-2-one), CN1C(N(CC1)C)=O (N,N′-dimethylimidazoline-2-one), C(CC)O (1-propanol), CCOC(=O)C (EtOAc). Reaction conditions: time 15 minute.